From a dataset of the Open Reaction Database (ORD), a public repository of structured organic reaction records. describe an organic reaction: reactants, conditions, products, and yield The reactants are ClCC1=CC=C(C(=O)NC2=C(C=CC=C2)OC)C=C1 (4-Chloromethyl-N-(2-methoxyphenyl)benzamide), CO.C1CCOC1 (methanol THF), [OH-].[Na+] (sodium hydroxide). Run in solution. Conditions: time 14 hour. Yields the product COCC1=CC=C(C(=O)NC2=C(C=CC=C2)OC)C=C1 (4-Methoxymethyl-N-(2-methoxyphenyl)benzamide). The yield is 92.9%. As a reaction SMILES: Cl[CH2:2][C:3]1[CH:19]=[CH:18][C:6]([C:7]([NH:9][C:10]2[CH:15]=[CH:14][CH:13]=[CH:12][C:11]=2[O:16][CH3:17])=[O:8])=[CH:5][CH:4]=1.[OH-].[Na+].CO.C1C[O:27][CH2:26]C1>>[CH3:26][O:27][CH2:2][C:3]1[CH:19]=[CH:18][C:6]([C:7]([NH:9][C:10]2[CH:15]=[CH:14][CH:13]=[CH:12][C:11]=2[O:16][CH3:17])=[O:8])=[CH:5][CH:4]=1 |f:1.2,3.4|. Reported procedure: 4-Chloromethyl-N-(2-methoxyphenyl)benzamide (138 mg, 0.50 mmol) was dissolved in a methanol-THF (1:1) mixture solution (6 ml) to which was subsequently added 10% sodium hydroxide aqueous solution (3 ml) at room temperature. After 14 hours of stirring at the same temperature, the reaction solution was subjected to 3 hours of ultrasonic treatment. After removing the organic solvent by evaporation, the resulting residue was extracted with methylene chloride and dried on anhydrous magnesium sulfate.... The reactants are O=C(Cl)C(=O)Cl, Nc1cc(C(F)(F)F)nc(C(F)(F)F)c1, c1ccccc1. The product is O=C=Nc1cc(C(F)(F)F)nc(C(F)(F)F)c1. Reaction SMILES: [Cl:1][C:2]([C:4]([Cl:3])=[O:5])=[O:6].[NH2:7][c:8]1[cH:9][c:10]([C:18]([F:19])([F:20])[F:21])[n:11][c:12]([C:14]([F:15])([F:16])[F:17])[cH:13]1.[cH:22]1[cH:23][cH:24][cH:25][cH:26][cH:27]1>>[C:4](=[O:5])=[N:7][c:8]1[cH:9][c:10]([C:18]([F:19])([F:20])[F:21])[n:11][c:12]([C:14]([F:15])([F:16])[F:17])[cH:13]1. The reactants are BrCCCCCCCOc1ccc2c(c1)OCO2, CC(C)=O, [I-], [Na+]. Yields the product ICCCCCCCOc1ccc2c(c1)OCO2. As a reaction SMILES: [CH2:1]1[O:2][c:3]2[cH:4][c:5]([O:6][CH2:7][CH2:8][CH2:9][CH2:10][CH2:11][CH2:12][CH2:13][Br:14])[cH:15][cH:16][c:17]2[O:18]1.[CH3:21][C:22](=[O:23])[CH3:24].[I-:20].[Na+:19]>>[CH2:1]1[O:2][c:3]2[cH:4][c:5]([O:6][CH2:7][CH2:8][CH2:9][CH2:10][CH2:11][CH2:12][CH2:13][I:20])[cH:15][cH:16][c:17]2[O:18]1. Reactants: C1(=CC=C(C=C1)S(=O)(=O)Cl)C (p-toluenesulfonyl chloride), C(CCC=CC#CCC)O (non-4-en-6-yn-1-ol). Solvent: N1=CC=CC=C1 (pyridine). Reaction conditions: time 1 hour. Yields the product S(=O)(=O)(C1=CC=C(C)C=C1)OCCCC=CC#CCC (1-tosyloxy-non-4-en-6-yne). The yield is 89.5%. RXN SMILES: [C:1]1([CH3:11])[CH:6]=[CH:5][C:4]([S:7](Cl)(=[O:9])=[O:8])=[CH:3][CH:2]=1.[CH2:12]([OH:21])[CH2:13][CH2:14][CH:15]=[CH:16][C:17]#[C:18][CH2:19][CH3:20]>N1C=CC=CC=1>[S:7]([O:21][CH2:12][CH2:13][CH2:14][CH:15]=[CH:16][C:17]#[C:18][CH2:19][CH3:20])([C:4]1[CH:5]=[CH:6][C:1]([CH3:11])=[CH:2][CH:3]=1)(=[O:9])=[O:8]. Reported procedure: To a mixture of p-toluenesulfonyl chloride (22.4 g., 0.12 moles) and 50 ml. of anhydrous pyridine is added 14 g. of non-4-en-6-yn-1-ol (0.107 moles) with ice bath cooling. The mixture is stirred for 1 hour and then is stored at 0° overnight. Ice is added to the mixture which is extracted with several portions of 50:50 ether/hexane. The combined organic phase is washed with 5% HCl, water, saturated sodium bicarbonate and dried over sodium sulfate. Removal of solvent at reduced pressure and subseq...